describe an organic reaction: reactants, conditions, products, and yield From a dataset of the Open Reaction Database (ORD), a public repository of structured organic reaction records. Reactants: ClC1=NC(=CC=N1)Cl (2,6-dichloropyrimidine), FC=1C=C(C=CC1[N+](=O)[O-])O (3-fluoro-4-nitrophenol), C(C)(C)N(CC)C(C)C (diisopropylethylamine). Solvent: CN1C(CCC1)=O (1-methyl-2-pyrrolidinone). Run at temperature 50 celsius, time 13 hour. Yields the product ClC1=NC=NC(=C1)OC1=CC(=C(C=C1)[N+](=O)[O-])F (4-Chloro-6-(3-fluoro-4-nitrophenoxy)pyrimidine). The yield is 28.8%. As a reaction SMILES: Cl[C:2]1[N:7]=[CH:6][CH:5]=[C:4]([Cl:8])[N:3]=1.[F:9][C:10]1[CH:11]=[C:12]([OH:19])[CH:13]=[CH:14][C:15]=1[N+:16]([O-:18])=[O:17].C(N(C(C)C)CC)(C)C>CN1CCCC1=O>[Cl:8][C:4]1[CH:5]=[C:6]([O:19][C:12]2[CH:13]=[CH:14][C:15]([N+:16]([O-:18])=[O:17])=[C:10]([F:9])[CH:11]=2)[N:7]=[CH:2][N:3]=1. Reported procedure: After dissolving 2,6-dichloropyrimidine (5.0 g) and 3-fluoro-4-nitrophenol (6.11 g) in 1-methyl-2-pyrrolidinone (25 ml) at room temperature under a nitrogen atmosphere, diisopropylethylamine (6.81 ml) was added and the mixture was stirred for 13 hours at 50° C. The reaction mixture was cooled to room temperature and then partitioned between ethyl acetate and water. The separated organic layer was washed with water, 1N aqueous sodium hydroxide, water, 10% aqueous potassium hydrogen sulfate and br... Reactants: CC(=O)c1ccccc1, O=CO, O=C[O-], [NH4+]. Product: CC(NC=O)c1ccccc1. Reaction SMILES: [CH3:5][C:6](=[O:7])[c:8]1[cH:9][cH:10][cH:11][cH:12][cH:13]1.[CH:14]([OH:15])=[O:16].[CH:1](=[O:2])[O-:3].[NH4+:4]>>[CH:1](=[O:3])[NH:4][CH:6]([CH3:5])[c:8]1[cH:9][cH:10][cH:11][cH:12][cH:13]1. Starting materials: C(=O)(C=1NC=CN1)C=1NC=CN1 (carbonyl diimidazole), N1(N=CC=C1)C1=C(C(=O)O)C=CC=C1 (2-Pyrazol-1-yl-benzoic acid), C(C1=CC=2OCOC2C=C1)NCC1=CC=CC=C1 (N-piperonyl-N-benzylamine). Run in O1CCCC1 (tetrahydrofuran). Run at time 3 hour. The product is O1COC2=C1C=CC(=C2)CN(C(C2=C(C=CC=C2)N2N=CC=C2)=O)CC2=CC=CC=C2 (N-Benzo[1.3]dioxol-5-ylmethyl-N-benzyl-2-pyrazol-1-yl-benzamide). Isolated yield 91.5%. Reaction SMILES: C(C1NC=CN=1)(C1NC=CN=1)=O.[N:13]1([C:18]2[CH:26]=[CH:25][CH:24]=[CH:23][C:19]=2[C:20]([OH:22])=O)[CH:17]=[CH:16][CH:15]=[N:14]1.[CH2:27]([NH:37][CH2:38][C:39]1[CH:44]=[CH:43][CH:42]=[CH:41][CH:40]=1)[C:28]1[CH:36]=[CH:35][C:34]2[O:33][CH2:32][O:31][C:30]=2[CH:29]=1>O1CCCC1>[O:33]1[C:34]2[CH:35]=[CH:36][C:28]([CH2:27][N:37]([CH2:38][C:39]3[CH:40]=[CH:41][CH:42]=[CH:43][CH:44]=3)[C:20](=[O:22])[C:19]3[CH:23]=[CH:24][CH:25]=[CH:26][C:18]=3[N:13]3[CH:17]=[CH:16][CH:15]=[N:14]3)=[CH:29][C:30]=2[O:31][CH2:32]1. Procedure: 1.1 equiv of carbonyl diimidazole is added to a solution of benzoic acid 178 (200 mg) in tetrahydrofuran (5 mL); the reaction is stirred at room temperature for 3 h. After this time N-piperonyl-N-benzylamine (0.25 g) is added in one portion. After 30 min, the reaction is filtered, diluted with ether and washed with water. The organic layer is dried (Na2SO4) and purified over column chromatography to provide the desired product (390 mg). The proton NMR displays a typically doubled pattern. 1H (CD... Starting materials: CC(=O)[O-], CO, Cl, CCC(=O)c1ccc(F)cc1, NO, [Na+], O. The product is CCC(=NO)c1ccc(F)cc1. As a reaction SMILES: [CH3:5][C:6](=[O:7])[O-:8].[CH3:9][OH:10].[ClH:1].[F:11][c:12]1[cH:13][cH:14][c:15]([C:18]([CH2:19][CH3:20])=[O:21])[cH:16][cH:17]1.[NH2:2][OH:3].[Na+:4].[OH2:22]>>[N:2]([OH:3])=[C:18]([c:15]1[cH:14][cH:13][c:12]([F:11])[cH:17][cH:16]1)[CH2:19][CH3:20]. Reactants: C1=CC=C(C=C1)C2=CC=CC=C2.C1=CC=C(C=C1)OC2=CC=CC=C2 (Dowtherm-A), COC(C(=CC(=O)OC)NC1=CC=C(C=C1)F)=O (2-(4-fluorophenylamino)but-2-enedioic acid dimethyl ester). The solvent is CO (methanol). Conditions: temperature 235 celsius. The product is FC=1C=C2C(C=C(NC2=CC1)C(=O)OC)=O (Methyl 6-fluoro-4-oxo-1,4-dihydroquinoline-2-carboxylate). Reaction SMILES: C1C=CC(C2C=CC=CC=2)=CC=1.C1C=CC(OC2C=CC=CC=2)=CC=1.[CH3:26][O:27][C:28](=[O:43])[C:29]([NH:35][C:36]1[CH:41]=[CH:40][C:39]([F:42])=[CH:38][CH:37]=1)=[CH:30][C:31]([O:33]C)=O>CO>[F:42][C:39]1[CH:38]=[C:37]2[C:36](=[CH:41][CH:40]=1)[NH:35][C:29]([C:28]([O:27][CH3:26])=[O:43])=[CH:30][C:31]2=[O:33] |f:0.1|. Procedure: 250 ml de Dowtherm-A are brought to reflux (about 235° C.) under a nitrogen atmosphere. 41 g (0.16 M) of 2-(4-fluorophenylamino)but-2-enedioic acid dimethyl ester are then introduced dropwise. The methanol formed is separated out. Refluxing is maintained for 10 minutes after the end of introduction. The reaction mixture is then cooled to about 50° C., followed by addition of 250 ml of petroleum ether: a solid precipitates out. It is filtered off by suction, washed three times with petroleum ethe... Starting materials: C=CC(=O)OCC, CCN(C(C)C)C(C)C, Clc1ncc(I)cn1, CC(=O)[O-], CC(=O)[O-], CN(C)C=O, [Pd+2], Cc1ccccc1P(c1ccccc1C)c1ccccc1C. Yields the product CCOC(=O)C=Cc1cnc(Cl)nc1. Reaction SMILES: [C:31]([CH:32]=[CH2:33])(=[O:34])[O:35][CH2:36][CH3:37].[CH:38]([N:39]([CH2:40][CH3:41])[CH:42]([CH3:43])[CH3:44])([CH3:45])[CH3:46].[Cl:1][c:2]1[n:3][cH:4][c:5]([I:8])[cH:6][n:7]1.[O-:48][C:49]([CH3:50])=[O:51].[O-:52][C:53]([CH3:54])=[O:55].[O:56]=[CH:57][N:58]([CH3:59])[CH3:60].[Pd+2:47].[c:9]1([CH3:10])[cH:11][cH:12][cH:13][cH:14][c:15]1[P:16]([c:17]1[cH:18][cH:19][cH:20][cH:21][c:22]1[CH3:23])[c:24]1[cH:25][cH:26][cH:27][cH:28][c:29]1[CH3:30]>>[Cl:1][c:2]1[n:3][cH:4][c:5]([CH:33]=[CH:32][C:31](=[O:34])[O:35][CH2:36][CH3:37])[cH:6][n:7]1. Starting materials: C(C)(C)N (Isopropyl amine), C[Al](C)C (trimethylaluminum), BrC1=NN(C(=C1)C(=O)NC=1C(CCCC1C)C(=O)OCC)C1=NC=CC=C1Cl (ethyl 2-[[[3-bromo-1-(3-chloro-2-pyridinyl)-1H-pyrazol-5-yl]carbonyl]amino]-3-methyl-2-cyclohexene-1-carboxylate), BrC1=NN(C(=C1)C(=O)NC=1C(CCCC1C)C(=O)OCC)C1=NC=CC=C1Cl (Ethyl 2-[[[3-bromo-1-(3-chloro-2-pyridinyl)-1H-pyrazol-5-yl]carbonyl]amino]-3-methyl-2-cyclohexene-1-carboxylate). Run in ClCCl (dichloromethane), ClCCl (dichloromethane). Conditions: time 1 hour. The product is BrC1=NN(C(=C1)C(=O)NC1=C(CCCC1C)C(=O)NC(C)C)C1=NC=CC=C1Cl (3-Bromo-1-(3-chloro-2-pyridinyl)-N-[6-methyl-2-[[(1-methylethyl)amino]carbonyl]-1-cyclohexen-1-yl]-1H-pyrazole-5-carboxamide). Reaction SMILES: [CH:1]([NH2:4])([CH3:3])[CH3:2].C[Al](C)C.[Br:9][C:10]1[CH:14]=[C:13]([C:15]([NH:17][C:18]2[CH:19]([C:25](OCC)=[O:26])[CH2:20][CH2:21][CH2:22][C:23]=2[CH3:24])=[O:16])[N:12]([C:30]2[C:35]([Cl:36])=[CH:34][CH:33]=[CH:32][N:31]=2)[N:11]=1>ClCCl>[Br:9][C:10]1[CH:14]=[C:13]([C:15]([NH:17][C:18]2[CH:23]([CH3:24])[CH2:22][CH2:21][CH2:20][C:19]=2[C:25]([NH:4][CH:1]([CH3:3])[CH3:2])=[O:26])=[O:16])[N:12]([C:30]2[C:35]([Cl:36])=[CH:34][CH:33]=[CH:32][N:31]=2)[N:11]=1. Procedure details: Isopropyl amine (77 μL, 0.9 mmol) was added to a solution of trimethylaluminum (0.45 mL, 2M solution in hexanes, 0.9 mmol) in dichloromethane (10 mL). After stirring at ambient temperature for 1 h, ethyl 2-[[[3-bromo-1-(3-chloro-2-pyridinyl)-1H-pyrazol-5-yl]carbonyl]amino]-3-methyl-2-cyclohexene-1-carboxylate (i.e. the product of Step G) was added (425 mg, 0.9 mmol) in dichloromethane (5 mL) and the solution was heated at reflux for 24 hours and then overnight at ambient temperature. The reactio... The reactants are C1=CC=CC=2C3=CC=CC=C3N(C12)C1CC(N(C2=CC=CC=C12)C(C1=CC(=C(C=C1)OC)OC)=O)CCCCC(=O)O (5-[4-(9H-9-Carbazolyl)-1-(3,4-dimethoxybenzoyl)-1,2,3,4-tetrahydro-2-quinolinyl]pentanoic acid), Cl.C(C)OC(CCN)=O (β-alanine ethyl ester hydrochloride), ON1N=NC2=C1C=CC=C2 (1-hydroxybenzotriazole), Cl.C(C)N=C=NCCCN(C)C (1-ethyl-3-(3-dimethylaminopropyl)carbodiimide hydrochloride). The solvent is CN(C=O)C (N,N-dimethylformamide). Conditions: time 8 hour. Product: C1=CC=CC=2C3=CC=CC=C3N(C12)C1CC(N(C2=CC=CC=C12)C(C1=CC(=C(C=C1)OC)OC)=O)CCCCC(=O)NCCC(=O)OCC (Ethyl 3-[[5-[4-(9H-9-carbazolyl)-1-(3,4-dimethoxybenzoyl)-1,2,3,4-tetrahydro-2-quinolinyl]pentanoyl]amino]propionate). Yield: 81.5%. As a reaction SMILES: [CH:1]1[C:13]2[N:12]([CH:14]3[C:23]4[C:18](=[CH:19][CH:20]=[CH:21][CH:22]=4)[N:17]([C:24](=[O:35])[C:25]4[CH:30]=[CH:29][C:28]([O:31][CH3:32])=[C:27]([O:33][CH3:34])[CH:26]=4)[CH:16]([CH2:36][CH2:37][CH2:38][CH2:39][C:40](O)=[O:41])[CH2:15]3)[C:11]3[C:6](=[CH:7][CH:8]=[CH:9][CH:10]=3)[C:5]=2[CH:4]=[CH:3][CH:2]=1.Cl.[CH2:44]([O:46][C:47](=[O:51])[CH2:48][CH2:49][NH2:50])[CH3:45].ON1C2C=CC=CC=2N=N1.Cl.C(N=C=NCCCN(C)C)C>CN(C)C=O>[CH:1]1[C:13]2[N:12]([CH:14]3[C:23]4[C:18](=[CH:19][CH:20]=[CH:21][CH:22]=4)[N:17]([C:24](=[O:35])[C:25]4[CH:30]=[CH:29][C:28]([O:31][CH3:32])=[C:27]([O:33][CH3:34])[CH:26]=4)[CH:16]([CH2:36][CH2:37][CH2:38][CH2:39][C:40]([NH:50][CH2:49][CH2:48][C:47]([O:46][CH2:44][CH3:45])=[O:51])=[O:41])[CH2:15]3)[C:11]3[C:6](=[CH:7][CH:8]=[CH:9][CH:10]=3)[C:5]=2[CH:4]=[CH:3][CH:2]=1 |f:1.2,4.5|. Reported procedure: 5-[4-(9H-9-Carbazolyl)-1-(3,4-dimethoxybenzoyl)-1,2,3,4-tetrahydro-2-quinolinyl]-pentanoic acid (0.50 g, 0.89 mmol) prepared in Example 128 was mixed with β-alanine ethyl ester hydrochloride (0.15 g, 1 mmol), N,N-dimethylformamide (10 ml), 1-hydroxybenzotriazole (0.14 g, 1 mmol) and 1-ethyl-3-(3-dimethylaminopropyl)carbodiimide hydrochloride (WSC) (0.19 g, 1 mmol), followed by stirring overnight at room temperature. After distilling off the solvent, the residue was partitioned between ethyl acet... Starting materials: CC1=CC=CC=2C(N3C(NC12)=CC(=N3)C(=O)O)=O (4,9-dihydro-5-methyl-9-oxo-pyrazolo[5,1-b]quinazoline-2-carboxylic acid), C(=O)(N1C=NC=C1)N1C=NC=C1 (1,1'-carbonyldiimidazole), FC(C=1C=2C(N3C(NC2C=CC1)=CC(=N3)C(=O)N)=O)(F)F (4,9-dihydro-8-trifluoromethyl-9-oxo-pyrazolo[5,1-b]quinazoline-2-carboxamide). The solvent is CCOCC (ether), C(Cl)Cl (methylene chloride), CN(C=O)C (dimethylformamide). Run at temperature 100 celsius, time 8 hour. The product is CC1=CC=CC=2C(N3C(NC12)=CC(=N3)C(=O)N)=O (4,9-Dihydro-5-methyl-9-oxo-pyrazolo[5,1-b]quinazoline-2-carboxamide). Reaction SMILES: [CH3:1][C:2]1[C:11]2[NH:10][C:9]3=[CH:12][C:13]([C:15](O)=[O:16])=[N:14][N:8]3[C:7](=[O:18])[C:6]=2[CH:5]=[CH:4][CH:3]=1.C(N1C=CN=C1)([N:21]1C=CN=C1)=O.FC(F)(F)C1C2C(=O)N3N=C(C(N)=O)C=C3NC=2C=CC=1>CN(C)C=O.CCOCC.C(Cl)Cl>[CH3:1][C:2]1[C:11]2[NH:10][C:9]3=[CH:12][C:13]([C:15]([NH2:21])=[O:16])=[N:14][N:8]3[C:7](=[O:18])[C:6]=2[CH:5]=[CH:4][CH:3]=1. Reported procedure: To a solution of 4,9-dihydro-5-methyl-9-oxo-pyrazolo[5,1-b]quinazoline-2-carboxylic acid (4.86 g; 0.02 mole) in dimethylformamide (50 ml) is added 1,1'-carbonyldiimidazole (4.86 g; 0.03 mole). The reaction mixture is heated at 100° C. for 12 min, then cooled and diluted with ether (75 ml) and methylene chloride (25 ml). The tan solid is filtered off and suspended in cold (0° C.) DMF (50 ml). Annydrous ammonia is bubbled through for 10 min and the resulting solution is allowed to stand at room te... The reactants are ClCCOC=1C=C2C(=NC(=NC2=CC1OC)C1=CC(=C(C=C1)C1=CC=CC=C1)F)NC=1C=C2C=NN(C2=CC1)C(=O)[O-] (5-(6-(2-chloroethoxy)-2-(3-fluoro-4-(phenyl)phenyl)-7-methoxyquinazolin-4-ylamino)-1H-indazole-1-carboxylate), CN1CCNCC1 (4-methyl piperazine), O (water). Solvent: CS(=O)C (DMSO). Conditions: temperature 85 celsius. Product: FC=1C=C(C=CC1C1=CC=CC=C1)C1=NC2=CC(=C(C=C2C(=N1)NC=1C=C2C=NNC2=CC1)OCCN1CCN(CC1)C)OC (2-(3-fluoro-4-(phenyl)phenyl)-N-(1H-indazol-5-yl)-7-methoxy-6-(2-(4-methylpiperazin-1-yl)ethoxy)quinazolin-4-amine). Reaction SMILES: Cl[CH2:2][CH2:3][O:4][C:5]1[CH:6]=[C:7]2[C:12](=[CH:13][C:14]=1[O:15][CH3:16])[N:11]=[C:10]([C:17]1[CH:22]=[CH:21][C:20]([C:23]3[CH:28]=[CH:27][CH:26]=[CH:25][CH:24]=3)=[C:19]([F:29])[CH:18]=1)[N:9]=[C:8]2[NH:30][C:31]1[CH:32]=[C:33]2[C:37](=[CH:38][CH:39]=1)[N:36](C([O-])=O)[N:35]=[CH:34]2.[CH3:43][N:44]1[CH2:49][CH2:48][NH:47][CH2:46][CH2:45]1.O>CS(C)=O>[F:29][C:19]1[CH:18]=[C:17]([C:10]2[N:9]=[C:8]([NH:30][C:31]3[CH:32]=[C:33]4[C:37](=[CH:38][CH:39]=3)[NH:36][N:35]=[CH:34]4)[C:7]3[C:12](=[CH:13][C:14]([O:15][CH3:16])=[C:5]([O:4][CH2:3][CH2:2][N:47]4[CH2:48][CH2:49][N:44]([CH3:43])[CH2:45][CH2:46]4)[CH:6]=3)[N:11]=2)[CH:22]=[CH:21][C:20]=1[C:23]1[CH:28]=[CH:27][CH:26]=[CH:25][CH:24]=1. Procedure: A mixture of 5-(6-(2-chloroethoxy)-2-(3-fluoro-4-(phenyl)phenyl)-7-methoxyquinazolin-4-ylamino)-1H-indazole-1-carboxylate (0.35 g, 0.55 mmol) and 4-methyl piperazine in DMSO (1.5 mL) was heated at 85° C. for 3 h. The mixture was allowed to cool to RT, upon which it was poured into water (100 mL). The solid that formed was collected via filtration and purified by preparative TLC (SiO2, CH2Cl2:MeOH 9:1) to give the desired compound. The lower running spot was isolated and then taken up in CH2Cl2 (...